This data is from the Open Reaction Database (ORD), a public repository of structured organic reaction records. The task is: describe an organic reaction: reactants, conditions, products, and yield Reactants: [N+](=O)([O-])C=1C=C(C=CC1)C1=NOC(C1)CCC=O (3-[3-(3-Nitrophenyl)-4,5-dihydroisoxazol-5-yl]propanal), FC1=CC=C(C=C1)C(N1CCNCC1)C1=CC=C(C=C1)F (1-[bis(4-fluorophenyl)methyl]piperazine), [BH-](OC(=O)C)(OC(=O)C)OC(=O)C.[Na+] (NaBH(OAc)3). Run in C(Cl)Cl (methylene chloride). The product is FC1=CC=C(C=C1)C(N1CCN(CC1)CCCC1CC(=NO1)C1=CC(=CC=C1)[N+](=O)[O-])C1=CC=C(C=C1)F (1-[Bis(4-fluorophenyl)methyl]-4-{3-[3-(3-nitrophenyl)4,5-dihydroisoxazol-5-yl]propyl}piperazine). Isolated yield 65.3%. RXN SMILES: [N+:1]([C:4]1[CH:5]=[C:6]([C:10]2[CH2:14][CH:13]([CH2:15][CH2:16][CH:17]=O)[O:12][N:11]=2)[CH:7]=[CH:8][CH:9]=1)([O-:3])=[O:2].[F:19][C:20]1[CH:25]=[CH:24][C:23]([CH:26]([C:33]2[CH:38]=[CH:37][C:36]([F:39])=[CH:35][CH:34]=2)[N:27]2[CH2:32][CH2:31][NH:30][CH2:29][CH2:28]2)=[CH:22][CH:21]=1.[BH-](OC(C)=O)(OC(C)=O)OC(C)=O.[Na+]>C(Cl)Cl>[F:39][C:36]1[CH:35]=[CH:34][C:33]([CH:26]([C:23]2[CH:24]=[CH:25][C:20]([F:19])=[CH:21][CH:22]=2)[N:27]2[CH2:28][CH2:29][N:30]([CH2:17][CH2:16][CH2:15][CH:13]3[O:12][N:11]=[C:10]([C:6]4[CH:7]=[CH:8][CH:9]=[C:4]([N+:1]([O-:3])=[O:2])[CH:5]=4)[CH2:14]3)[CH2:31][CH2:32]2)=[CH:38][CH:37]=1 |f:2.3|. Procedure details: 3-[3-(3-Nitrophenyl)-4,5-dihydroisoxazol-5-yl]propanal (19.3 mg, 0.077 mmol), 1-[bis(4-fluorophenyl)methyl]piperazine (20.4 mg, 0.070 mmol), molecular sieve (5 beads) and NaBH(OAc)3 (45.0 mg, 0.212 mmol) were reacted in 3 mL of methylene chloride for about 12 hr. With the following processes the same as in Example 1, 23.8 mg (64.7%) of the target compound was obtained. The reactants are C(CCCCCCC)S(=O)(=O)O (octane-1-sulphonic acid), CC(=O)N(CCCCCNC(=O)CCC(=O)N(CCCCCNC(=O)CCC(=O)N(CCCCCN)O)O)O (desferrioxamine-B). The product is C(CCCCCCC)S(=O)(=O)[O-] (octane-1-sulphonate), CC(=O)N(CCCCCNC(=O)CCC(=O)N(CCCCCNC(=O)CCC(=O)N(CCCCCN)O)O)O (desferrioxamine-B). RXN SMILES: [CH2:1]([S:9]([OH:12])(=[O:11])=[O:10])[CH2:2][CH2:3][CH2:4][CH2:5][CH2:6][CH2:7][CH3:8].[CH3:13][C:14]([N:16]([OH:51])[CH2:17][CH2:18][CH2:19][CH2:20][CH2:21][NH:22][C:23]([CH2:25][CH2:26][C:27]([N:29]([OH:50])[CH2:30][CH2:31][CH2:32][CH2:33][CH2:34][NH:35][C:36]([CH2:38][CH2:39][C:40]([N:42]([OH:49])[CH2:43][CH2:44][CH2:45][CH2:46][CH2:47][NH2:48])=[O:41])=[O:37])=[O:28])=[O:24])=[O:15]>>[CH2:1]([S:9]([O-:12])(=[O:10])=[O:11])[CH2:2][CH2:3][CH2:4][CH2:5][CH2:6][CH2:7][CH3:8].[CH3:13][C:14]([N:16]([OH:51])[CH2:17][CH2:18][CH2:19][CH2:20][CH2:21][NH:22][C:23]([CH2:25][CH2:26][C:27]([N:29]([OH:50])[CH2:30][CH2:31][CH2:32][CH2:33][CH2:34][NH:35][C:36]([CH2:38][CH2:39][C:40]([N:42]([OH:49])[CH2:43][CH2:44][CH2:45][CH2:46][CH2:47][NH2:48])=[O:41])=[O:37])=[O:28])=[O:24])=[O:15]. Reported procedure: Following a procedure analogous to that of Example 1, octane-1-sulphonic acid and desferrioxamine-B are reacted to give the octane-1-sulphonate salt of desferrioxamine-B. Mp 144° C. C33H66O11 N6S Calcd C: 52.50%, H:8.81%, N:11.13%, S:4.25%; Found C: 52.43%, H:8.75%, N:11.16%, S:4.18%. Starting materials: C1CCOC1, CC1=C(CC(=O)O)c2cc(F)ccc2C1=Cc1ccc(S(C)=O)cc1, O. Reaction SMILES: [CH2:26]1[CH2:29][CH2:28][CH2:27][O:30]1.[F:1][c:2]1[cH:3][c:4]2[c:8]([cH:9][cH:10]1)[C:7](=[CH:11][c:12]1[cH:13][cH:14][c:15]([S:18](=[O:19])[CH3:20])[cH:16][cH:17]1)[C:6]([CH3:21])=[C:5]2[CH2:22][C:23](=[O:24])[OH:25].[OH2:31]>>[F:1][c:2]1[cH:3][c:4]2[c:8]([cH:9][cH:10]1)[C:7](=[CH:11][c:12]1[cH:13][cH:14][c:15]([S:18](=[O:19])([CH3:20])=[O:30])[cH:16][cH:17]1)[C:6]([CH3:21])=[C:5]2[CH2:22][C:23](=[O:24])[OH:25]. The product is CC1=C(CC(=O)O)c2cc(F)ccc2C1=Cc1ccc(S(C)(=O)=O)cc1. The reactants are C(C)OC(CCC1=NOC(=N1)CC1=CC=CC=C1)OCC (3-[3,3-bis(ethyloxy)propyl]-5-(phenylmethyl)-1,2,4-oxadiazole), C1(=CC=C(C=C1)S(=O)(=O)O)C (p-toluenesulphonic acid). The solvent is CCO (EtOH). The product is C1(=CC=CC=C1)CC1=NC(=NO1)CCC=O (3-[5-(phenylmethyl)-1,2,4-oxadiazol-3-yl]propanal). Yield: 89.9%. Reaction SMILES: C([O:3][CH:4](OCC)[CH2:5][CH2:6][C:7]1[N:11]=[C:10]([CH2:12][C:13]2[CH:18]=[CH:17][CH:16]=[CH:15][CH:14]=2)[O:9][N:8]=1)C.C1(C)C=CC(S(O)(=O)=O)=CC=1>CCO>[C:13]1([CH2:12][C:10]2[O:9][N:8]=[C:7]([CH2:6][CH2:5][CH:4]=[O:3])[N:11]=2)[CH:14]=[CH:15][CH:16]=[CH:17][CH:18]=1. Reported procedure: Crude 3-[3,3-bis(ethyloxy)propyl]-5-(phenylmethyl)-1,2,4-oxadiazole (5.63 g, 19.4 mmol) in EtOH (75 ml) was stirred with p-toluenesulphonic acid (0.738 g, 3.9 mmol) for 21 h and the mixture partitioned between EtOAc and water. The organics were isolated washed with water and brine, dried and concentrated to a red oil. This material contained significant amounts of acetal, therefore the oil was dissolved in THF (15 ml) and treated with 2M HCl solution for 2 h then partitioned between EtOAc and wa... The reactants are CCO, [H][H], O=C(O)c1ccc(C(F)(F)F)cc1[N+](=O)[O-]. The product is Nc1cc(C(F)(F)F)ccc1C(=O)O. As a reaction SMILES: [CH3:19][CH2:20][OH:21].[H:17][H:18].[N+:1]([O-:2])(=[O:3])[c:4]1[c:5]([C:6](=[O:7])[OH:8])[cH:9][cH:10][c:11]([C:13]([F:14])([F:15])[F:16])[cH:12]1>>[NH2:1][c:4]1[c:5]([C:6](=[O:7])[OH:8])[cH:9][cH:10][c:11]([C:13]([F:14])([F:15])[F:16])[cH:12]1.